This data is from the Open Reaction Database (ORD), a public repository of structured organic reaction records. The task is: describe an organic reaction: reactants, conditions, products, and yield The reactants are FC(C=1C=C(COC[C@@]2(C[C@@H](CC2)N2C(C3=CC=CC=C3C2=O)=O)C2=CC=CC=C2)C=C(C1)C(F)(F)F)(F)F (2-((1R,3S)-3-((3,5-bis(trifluoromethyl)benzyloxy)methyl)-3-phenylcyclopentyl)isoindoline-1,3-dione), NN (hydrazine). Run in C1(=CC=CC=C1)C (toluene). Reaction conditions: temperature 80 celsius. Yields the product FC(C=1C=C(COC[C@@]2(C[C@@H](CC2)N)C2=CC=CC=C2)C=C(C1)C(F)(F)F)(F)F ((1R,3S)-3-((3,5-bis(trifluoromethyl)benzyloxy)methyl)-3-phenylcyclopentanamine). Isolated yield 92.9%. Reaction SMILES: [F:1][C:2]([F:39])([F:38])[C:3]1[CH:4]=[C:5]([CH:31]=[C:32]([C:34]([F:37])([F:36])[F:35])[CH:33]=1)[CH2:6][O:7][CH2:8][C@@:9]1([C:25]2[CH:30]=[CH:29][CH:28]=[CH:27][CH:26]=2)[CH2:13][CH2:12][C@@H:11]([N:14]2C(=O)C3C(=CC=CC=3)C2=O)[CH2:10]1.NN>C1(C)C=CC=CC=1>[F:1][C:2]([F:38])([F:39])[C:3]1[CH:4]=[C:5]([CH:31]=[C:32]([C:34]([F:37])([F:36])[F:35])[CH:33]=1)[CH2:6][O:7][CH2:8][C@@:9]1([C:25]2[CH:30]=[CH:29][CH:28]=[CH:27][CH:26]=2)[CH2:13][CH2:12][C@@H:11]([NH2:14])[CH2:10]1. Reported procedure: To a solution of 2-((1R,3S)-3-((3,5-bis(trifluoromethyl)benzyloxy)methyl)-3-phenylcyclopentyl)isoindoline-1,3-dione (113 mg), available from Example 7, in toluene (0.83 mL) was added anhydrous hydrazine (66 μL), and the reaction mixture was heated at 80° C. for 12 h. The precipitate was removed by filtration, and the filtrate was evaporated in vacuo to give the title compound (80 mg). The 1H NMR data is identical to that of its (1S,3R) isomer shown in Example 6. HRMS m/z calcd for C21H22F6NO (M+... Starting materials: C1CCCCC1 (cyclohexane), C1CCOC1 (THF), C1CCOC1 (THF), solution, C(C)(=O)OC(C)(C)C (t-butyl acetate), ICCC[Si](OC)(OC)OC (3-iodopropyltrimethoxysilane), [Li+].CC(C)[N-]C(C)C (LDA), teflon. Reaction conditions: temperature -78 celsius, time 1 hour. Yields the product C(C)(C)(C)O[Si](CCCCC(=O)OC(C)(C)C)(OC)OC (t-butyl [3-(t-butyloxydimethoxysilyl)propyl]acetate). As a reaction SMILES: [Li+].CC([N-][CH:6]([CH3:8])[CH3:7])C.[CH2:9]1[CH2:14][CH2:13]CCC1.[C:15]([O:18][C:19]([CH3:22])([CH3:21])[CH3:20])(=[O:17])[CH3:16].ICCC[Si:27]([O:32]C)([O:30][CH3:31])[O:28][CH3:29].[CH2:34]1COCC1>>[C:14]([O:32][Si:27]([O:30][CH3:31])([O:28][CH3:29])[CH2:8][CH2:6][CH2:7][CH2:16][C:15]([O:18][C:19]([CH3:22])([CH3:21])[CH3:20])=[O:17])([CH3:13])([CH3:9])[CH3:34] |f:0.1|. Procedure: To a 1.5 M solution of LDA.THF in cyclohexane (200.00 mL, 300.00 mmol) and THF (400 mL), cooled to −78° C. in a dry ice/acetone bath, t-butyl acetate (34.85 g, 300.00 mmol) was added dropwise over 15 min. After 1 h at −78° C., 3-iodopropyltrimethoxysilane (43.53 g, 150.00 mmol) was added dropwise over 15 min. The reaction mixture was allowed to stir at −78° C. for 1 h, sealed with a teflon stopper, and kept in a freezer at −15° C. for 3 days. The cold reaction mixture was vacuum filtered through... Starting materials: CC(C)c1c(C(=O)NCc2ccc(F)c(F)c2)c2ccc(O)cc2n1Cc1ccccc1, CC(C)I, [K+], [K+], O=C([O-])[O-], CN(C)C=O. Product: CC(C)Oc1ccc2c(C(=O)NCc3ccc(F)c(F)c3)c(C(C)C)n(Cc3ccccc3)c2c1. As a reaction SMILES: [CH2:1]([c:2]1[cH:3][cH:4][cH:5][cH:6][cH:7]1)[n:8]1[c:9]([CH:30]([CH3:31])[CH3:32])[c:10]([C:18](=[O:19])[NH:20][CH2:21][c:22]2[cH:23][c:24]([F:29])[c:25]([F:28])[cH:26][cH:27]2)[c:11]2[cH:12][cH:13][c:14]([OH:17])[cH:15][c:16]12.[I:39][CH:40]([CH3:41])[CH3:42].[K+:33].[K+:34].[O-:35][C:36]([O-:37])=[O:38].[O:43]=[CH:44][N:45]([CH3:46])[CH3:47]>>[CH2:1]([c:2]1[cH:3][cH:4][cH:5][cH:6][cH:7]1)[n:8]1[c:9]([CH:30]([CH3:31])[CH3:32])[c:10]([C:18](=[O:19])[NH:20][CH2:21][c:22]2[cH:23][c:24]([F:29])[c:25]([F:28])[cH:26][cH:27]2)[c:11]2[cH:12][cH:13][c:14]([O:17][CH:40]([CH3:41])[CH3:42])[cH:15][c:16]12. Reactants: C1OC2=C(O1)C=C(C=C2)O (sesamol), C([O-])([O-])=O.[K+].[K+] (potassium carbonate), BrCC(=O)OCC (ethyl bromoacetate). Solvent: CC(=O)C (acetone). Run at time 8 hour. Yields the product C1OC=2C=C(OCC(=O)O)C=CC2O1 (3,4-methylenedioxyphenoxyacetic acid). Yield: 11.5%. As a reaction SMILES: [CH2:1]1[O:5][C:4]2[CH:6]=[C:7]([OH:10])[CH:8]=[CH:9][C:3]=2[O:2]1.C(=O)([O-])[O-].[K+].[K+].Br[CH2:18][C:19]([O:21]CC)=[O:20]>CC(C)=O>[CH2:1]1[O:2][C:3]2[CH:9]=[CH:8][C:7]([O:10][CH2:18][C:19]([OH:21])=[O:20])=[CH:6][C:4]=2[O:5]1 |f:1.2.3|. Procedure details: The mixture of sesamol (270 mg, 2.0 mmol), potassium carbonate (910 mg, 6.6 mmol), ethyl bromoacetate (2.55 ml, 22.9 mmol) and acetone (25 ml) was refluxed for 21 h. After cooling, the mixture was filtered to remove potassium carbonate. The filtrate was concentrated under reduced pressure. To this residue, 20 ml dioxane and 14 ml 5% sodium hydroxide solution were added. After the uiixture was stirred at room temperature overnight, it was acidified with concentrated hydrochloric acid to pH 2, and... The reactants are NC=1SC2=C(N1)C=CC=C2 (2-aminobenzothiazole), BrC(C(=O)C1=CC=CC=C1)C (α-bromopropiophenone). The solvent is C(C)#N (acetonitrile). Yields the product CC1=C(N=C2SC3=C(N21)C=CC=C3)C3=CC=CC=C3 (3-methyl-2-phenylimidazo[2,1-b]benzothiazole). Yield: 17.3%. Reaction SMILES: [NH2:1][C:2]1[S:3][C:4]2[CH:10]=[CH:9][CH:8]=[CH:7][C:5]=2[N:6]=1.Br[CH:12]([CH3:21])[C:13]([C:15]1[CH:20]=[CH:19][CH:18]=[CH:17][CH:16]=1)=O>C(#N)C>[CH3:21][C:12]1[N:6]2[C:2]([S:3][C:4]3[CH:10]=[CH:9][CH:8]=[CH:7][C:5]=32)=[N:1][C:13]=1[C:15]1[CH:20]=[CH:19][CH:18]=[CH:17][CH:16]=1. Reported procedure: To 50 ml of acetonitrile were added 10 g of 2-aminobenzothiazole and 7 g of α-bromopropiophenone and the mixture was refluxed for 3 days. After cooling the reaction mixture, the precipitated hydrobromide of 2-aminobenzothiazole was filtered off and the filtrate was concentrated under reduced pressure. The residue was dissolved in 50 ml of chloroform and then 100 ml of ethyl acetate was added to the solution. The supernatant formed was recovered and concentrated under reduced pressure. The residu... The reactants are NC1=CC=C(C=C1)CC(O)C1=C(C(=O)O)C=CC=C1 (2-(4-Aminophenyl-1-hydroxyethyl]-benzoic acid). Reagents/catalysts: [Pd] (Pd/C). Solvent: CO (methanol). Run at time 1.5 hour. Yields the product C1(=CC=CC=C1)CN(C1=CC=C(C=C1)CC(O)C1=C(C(=O)O)C=CC=C1)CC1=CC=CC=C1 (2-[2-[4-[Bis(phenylmethyl)amino]phenyl]-1-hydroxyethyl]-benzoic acid). Yield: 59.5%. As a reaction SMILES: [NH2:1][C:2]1[CH:7]=[CH:6][C:5]([CH2:8][CH:9]([C:11]2[CH:19]=[CH:18][CH:17]=[CH:16][C:12]=2[C:13]([OH:15])=[O:14])[OH:10])=[CH:4][CH:3]=1>CO.[Pd]>[C:5]1([CH2:8][N:1]([CH2:9][C:11]2[CH:12]=[CH:16][CH:17]=[CH:18][CH:19]=2)[C:2]2[CH:3]=[CH:4][C:5]([CH2:8][CH:9]([C:11]3[CH:19]=[CH:18][CH:17]=[CH:16][C:12]=3[C:13]([OH:15])=[O:14])[OH:10])=[CH:6][CH:7]=2)[CH:6]=[CH:7][CH:2]=[CH:3][CH:4]=1. Reported procedure: Compound VII (32 mg), obtained in Example 10, was dissolved in methanol (2 ml). Pd/C (10 mg) was added and the reaction mixture flushed with hydrogen and stirred for about 1.5 hours until all spotting material was gone, as determined by TLC in CH2Cl2 :ethylacetate (1:1), yielding 16.2 mg (86 percent yield) of Compound 5b. Starting materials: C1CCOC1, COC(=O)c1cc(N)c([N+](=O)[O-])cn1. As a reaction SMILES: [CH2:15]1[O:16][CH2:17][CH2:18][CH2:19]1.[CH3:1][O:2][C:3]([c:4]1[n:5][cH:6][c:7]([N+:11]([O-:12])=[O:13])[c:8]([NH2:10])[cH:9]1)=[O:14]>>[CH3:1][O:2][C:3]([c:4]1[n:5][cH:6][c:7]([NH2:11])[c:8]([NH2:10])[cH:9]1)=[O:14]. Product: COC(=O)c1cc(N)c(N)cn1. Reactants: CC(=O)[O-], CCO, Nc1ccc(NNC(=O)c2ccc(Cl)cc2)cc1, Cl, [K+], O, S=C=NCc1ccccc1. The product is O=C(NNc1ccc(NC(=S)NCc2ccccc2)cc1)c1ccc(Cl)cc1. RXN SMILES: [CH3:31][C:32](=[O:33])[O-:34].[CH3:35][CH2:36][OH:37].[Cl:2][c:3]1[cH:4][cH:5][c:6]([C:7](=[O:8])[NH:9][NH:10][c:11]2[cH:12][cH:13][c:14]([NH2:17])[cH:15][cH:16]2)[cH:18][cH:19]1.[ClH:1].[K+:30].[OH2:38].[S:20]=[C:21]=[N:22][CH2:23][c:24]1[cH:25][cH:26][cH:27][cH:28][cH:29]1>>[Cl:2][c:3]1[cH:4][cH:5][c:6]([C:7](=[O:8])[NH:9][NH:10][c:11]2[cH:12][cH:13][c:14]([NH:17][C:21](=[S:20])[NH:22][CH2:23][c:24]3[cH:25][cH:26][cH:27][cH:28][cH:29]3)[cH:15][cH:16]2)[cH:18][cH:19]1. Reactants: CCOC(=O)CO, CSc1nc(Cl)c([N+](=O)[O-])c(Oc2cccc(C(=O)N(C)C)c2)n1, [H-], [Na+], C1CCOC1. Product: CCOC(=O)COc1nc(SC)nc(Oc2cccc(C(=O)N(C)C)c2)c1[N+](=O)[O-]. Reaction SMILES: [C:3]([CH2:4][OH:5])(=[O:6])[O:7][CH2:8][CH3:9].[CH3:10][S:11][c:12]1[n:13][c:14]([O:22][c:23]2[cH:24][c:25]([C:29](=[O:30])[N:31]([CH3:32])[CH3:33])[cH:26][cH:27][cH:28]2)[c:15]([N+:19](=[O:20])[O-:21])[c:16]([Cl:18])[n:17]1.[H-:1].[Na+:2].[O:34]1[CH2:35][CH2:36][CH2:37][CH2:38]1>>[C:3]([CH2:4][O:5][c:16]1[c:15]([N+:19](=[O:20])[O-:21])[c:14]([O:22][c:23]2[cH:24][c:25]([C:29](=[O:30])[N:31]([CH3:32])[CH3:33])[cH:26][cH:27][cH:28]2)[n:13][c:12]([S:11][CH3:10])[n:17]1)(=[O:6])[O:7][CH2:8][CH3:9].